Dataset: the Open Reaction Database (ORD), a public repository of structured organic reaction records. Task: describe an organic reaction: reactants, conditions, products, and yield Starting materials: [BH4-].[Na+] (NaBH4), ClC1=C(C=C(C=C1)Cl)C1(CCCC1)C=O (1-(2,5-dichloro-phenyl)-cyclopentanecarbaldehyde), C(C)(=O)OCC (ethyl acetate). Run in CCCCCC (hexane), CO (methanol). Run at time 3 hour. Yields the product ClC1=C(C=C(C=C1)Cl)C1(CCCC1)CO ([1-(2,5-dichlorophenyl)-cyclopentyl]-methanol). Isolated yield 90.8%. Reaction SMILES: [Cl:1][C:2]1[CH:7]=[CH:6][C:5]([Cl:8])=[CH:4][C:3]=1[C:9]1([CH:14]=[O:15])[CH2:13][CH2:12][CH2:11][CH2:10]1.[BH4-].[Na+].C(OCC)(=O)C>CO.CCCCCC>[Cl:1][C:2]1[CH:7]=[CH:6][C:5]([Cl:8])=[CH:4][C:3]=1[C:9]1([CH2:14][OH:15])[CH2:13][CH2:12][CH2:11][CH2:10]1 |f:1.2|. Procedure: A solution of 1-(2,5-dichlorophenyl)-cyclopentanecarbaldehyde (199) (25 g, 103.305 mmol) in methanol (300 mL), was cooled in ice bath, NaBH4 (7.816 g, 206.612 mmol) was added portion-wise and the mixture was stirred for 3 h at room temperature. Silica thin layer chromatography was performed (10% ethyl acetate in hexane, Rf=0.5). After completion of the reaction, it was quenched with saturated NH4Cl solution (100 mL), methanol was removed from the reaction mixture under reduced pressure, the resi... The reactants are CCCCCC(C)(O)CSC1C(OC2CCCCO2)CC(O)C1CC=CCCCC(=O)Oc1ccc(NC(=O)c2ccccc2)cc1, CCCC(C(=O)Oc1ccc(NC(=O)c2ccccc2)cc1)[P+](c1ccccc1)(c1ccccc1)c1ccccc1, C1CCOC1, CC(=O)O, [H-], [Na+], O. The product is CCCCCC(C)(O)CSC1C(O)CC(O)C1CC=CCCCC(=O)Oc1ccc(NC(=O)c2ccccc2)cc1. RXN SMILES: [C:1]([c:2]1[cH:3][cH:4][cH:5][cH:6][cH:7]1)(=[O:8])[NH:9][c:10]1[cH:11][cH:12][c:13]([O:16][C:17]([CH2:18][CH2:19][CH2:20][CH:21]=[CH:22][CH2:23][CH:24]2[CH:25]([OH:46])[CH2:26][CH:27]([O:39][CH:40]3[CH2:41][CH2:42][CH2:43][CH2:44][O:45]3)[CH:28]2[S:29][CH2:30][C:31]([CH2:32][CH2:33][CH2:34][CH2:35][CH3:36])([CH3:37])[OH:38])=[O:47])[cH:14][cH:15]1.[C:48]([NH:49][c:50]1[cH:51][cH:52][c:53]([O:54][C:55](=[O:56])[CH:57]([P+:58]([c:59]2[cH:60][cH:61][cH:62][cH:63][cH:64]2)([c:65]2[cH:66][cH:67][cH:68][cH:69][cH:70]2)[c:71]2[cH:72][cH:73][cH:74][cH:75][cH:76]2)[CH2:77][CH2:78][CH3:79])[cH:80][cH:81]1)(=[O:82])[c:83]1[cH:84][cH:85][cH:86][cH:87][cH:88]1.[CH2:96]1[O:97][CH2:98][CH2:99][CH2:100]1.[CH3:91][C:92](=[O:93])[OH:94].[H-:90].[Na+:89].[OH2:95]>>[C:1]([c:2]1[cH:3][cH:4][cH:5][cH:6][cH:7]1)(=[O:8])[NH:9][c:10]1[cH:11][cH:12][c:13]([O:16][C:17]([CH2:18][CH2:19][CH2:20][CH:21]=[CH:22][CH2:23][CH:24]2[CH:25]([OH:46])[CH2:26][CH:27]([OH:39])[CH:28]2[S:29][CH2:30][C:31]([CH2:32][CH2:33][CH2:34][CH2:35][CH3:36])([CH3:37])[OH:38])=[O:47])[cH:14][cH:15]1. Reactants: CC(C)=O, O=C(Cl)c1cccnc1Cl, [NH4+], N#C[S-]. Product: O=C(N=C=S)c1cccnc1Cl. Reaction SMILES: [CH3:15][C:16](=[O:17])[CH3:18].[Cl:5][c:6]1[c:7]([C:8](=[O:9])[Cl:10])[cH:11][cH:12][cH:13][n:14]1.[NH4+:4].[S-:1][C:2]#[N:3]>>[S:1]=[C:2]=[N:3][C:8]([c:7]1[c:6]([Cl:5])[n:14][cH:13][cH:12][cH:11]1)=[O:9]. Procedure: A solution of 5.18 g of tert.-butyl (3S)-2-(3-benzoylthio-2-methylpropionyl)-1,2,3,4-tetrahydroisoquinoline-3-carboxylate in 20 ml of trifluoroacetic acid is allowed to stand at room temperature for one hour. The reaction solution is distilled under reduced pressure to remove solvent. Ethyl acetate and an aqueous sodium bicarbonate solution is added to the residue. After shaking the mixture, the aqueous layer is collected therefrom and is made acidic with diluted hydrochloric acid. Then, the aqu... Solvent: FC(C(=O)O)(F)F (trifluoroacetic acid). Product: C(C1=CC=CC=C1)(=O)SCC(C(=O)N1CC2=CC=CC=C2C[C@H]1C(=O)O)C ((3S)-2-(3-benzoylthio-2-methylpropionyl)-1,2,3,4-tetrahydroisoquinoline-3-carboxylic acid). As a reaction SMILES: [C:1]([S:9][CH2:10][CH:11]([CH3:31])[C:12]([N:14]1[C@H:23]([C:24]([O:26]C(C)(C)C)=[O:25])[CH2:22][C:21]2[C:16](=[CH:17][CH:18]=[CH:19][CH:20]=2)[CH2:15]1)=[O:13])(=[O:8])[C:2]1[CH:7]=[CH:6][CH:5]=[CH:4][CH:3]=1>FC(F)(F)C(O)=O>[C:1]([S:9][CH2:10][CH:11]([CH3:31])[C:12]([N:14]1[C@H:23]([C:24]([OH:26])=[O:25])[CH2:22][C:21]2[C:16](=[CH:17][CH:18]=[CH:19][CH:20]=2)[CH2:15]1)=[O:13])(=[O:8])[C:2]1[CH:7]=[CH:6][CH:5]=[CH:4][CH:3]=1. Starting materials: C(C1=CC=CC=C1)(=O)SCC(C(=O)N1CC2=CC=CC=C2C[C@H]1C(=O)OC(C)(C)C)C (tert.-butyl (3S)-2-(3-benzoylthio-2-methylpropionyl)-1,2,3,4-tetrahydroisoquinoline-3-carboxylate). Reaction conditions: time 1 hour. Isolated yield 97.4%. Reactants: C(#N)C1=CC=C(C=C1)NC1=NC=C(C(=N1)N1CCCC1)C#CCCCNC([C@H](C)NC)=O ((S)—N-(5-(2-((4-cyanophenyl)amino)-4-(pyrrolidin-1-yl)pyrimidin-5-yl)-4-pentyn-1-yl)-2-(methylamino)propanamide), C1(=C(C(=C(C(=C1F)F)F)N)F)N.Cl.Cl (dihydrochloride), Cl.CN(C/C=C/C(=O)O)C (4-dimethylaminocrotonic acid hydrochloride). Reagents/catalysts: C(O)([O-])=O.[Na+] (sodium hydrogencarbonate). The solvent is CN(C=O)C (N,N-dimethylformamide), CN1CCOCC1 (N-methylmorpholine), ClC(=O)OCC(C)C (isobutyl chloroformate). Reaction conditions: time 1 hour. The product is C(#N)C1=CC=C(C=C1)NC1=NC=C(C(=N1)N1CCCC1)C#CCCCNC([C@H](C)N(C(\C=C\CN(C)C)=O)C)=O ((S,E)-N-(1-((5-(2-((4-cyanophenyl)amino)-4-(pyrrolidin-1-yl)pyrimidin-5-yl)-4-pentyn-1-yl)amino)-1-oxopropan-2-yl)-4-(dimethylamino)-N-methyl-2-butenamide). As a reaction SMILES: [C:1]([C:3]1[CH:8]=[CH:7][C:6]([NH:9][C:10]2[N:15]=[C:14]([N:16]3[CH2:20][CH2:19][CH2:18][CH2:17]3)[C:13]([C:21]#[C:22][CH2:23][CH2:24][CH2:25][NH:26][C:27](=[O:32])[C@@H:28]([NH:30][CH3:31])[CH3:29])=[CH:12][N:11]=2)=[CH:5][CH:4]=1)#[N:2].C1(N)C(F)=C(F)C(F)=C(N)C=1F.Cl.Cl.Cl.[CH3:48][N:49]([CH3:56])[CH2:50]/[CH:51]=[CH:52]/[C:53](O)=[O:54]>CN(C)C=O.CN1CCOCC1.ClC(OCC(C)C)=O.C(=O)([O-])O.[Na+]>[C:1]([C:3]1[CH:4]=[CH:5][C:6]([NH:9][C:10]2[N:15]=[C:14]([N:16]3[CH2:20][CH2:19][CH2:18][CH2:17]3)[C:13]([C:21]#[C:22][CH2:23][CH2:24][CH2:25][NH:26][C:27](=[O:32])[C@@H:28]([N:30]([CH3:31])[C:53](=[O:54])/[CH:52]=[CH:51]/[CH2:50][N:49]([CH3:56])[CH3:48])[CH3:29])=[CH:12][N:11]=2)=[CH:7][CH:8]=1)#[N:2] |f:1.2.3,4.5,9.10|. Procedure details: To a solution of (S)—N-(5-(2-((4-cyanophenyl)amino)-4-(pyrrolidin-1-yl)pyrimidin-5-yl)-4-pentyn-1-yl)-2-(methylamino)propanamide (H6) dihydrochloride (252 mg) and 4-dimethylaminocrotonic acid hydrochloride (331 mg) in N,N-dimethylformamide (8 mL), N-methylmorpholine (660 μL) and isobutyl chloroformate were added under ice cooling, and the mixture was stirred at the same temperature for 1 hour. To the reaction mixture, saturated aqueous sodium hydrogencarbonate (5 drop) was added, and the solvent... Reactants: Cc1ccccc1, COC(=O)c1c(NC(=O)OC(C)C)ccc2c1CCC2, Cl[Al](Cl)Cl, O. The product is COC(=O)c1c(N)ccc2c1CCC2. Reaction SMILES: [CH3:5][c:6]1[cH:7][cH:8][cH:9][cH:10][cH:11]1.[CH:12]([O:13][C:14](=[O:15])[NH:18][c:19]1[c:20]([C:28](=[O:29])[O:30][CH3:31])[c:21]2[c:25]([cH:26][cH:27]1)[CH2:24][CH2:23][CH2:22]2)([CH3:16])[CH3:17].[Cl:1][Al:2]([Cl:3])[Cl:4].[OH2:32]>>[NH2:18][c:19]1[c:20]([C:28](=[O:29])[O:30][CH3:31])[c:21]2[c:25]([cH:26][cH:27]1)[CH2:24][CH2:23][CH2:22]2. The reactants are OC1=CC=C(C=C1)C1=NC(=CC=C1C1=CC=C(C=C1)OC)C1=CC=C(C=C1)OC (2-(4-hydroxyphenyl)-3,6-bis(4-methoxyphenyl)pyridine), Cl.ClCCN1CCCC1 (N-(2-chloroethyl)pyrrolidine hydrochloride), C(=O)([O-])[O-].[K+].[K+] (K2CO3), Cl.ClCCN1CCCC1 (N-(2-chloroethyl)pyrrolidine hydrochloride), CO3, Cl (HCl). The solvent is C(C)C(=O)C (methyl ethyl ketone), CCO.C(Cl)Cl (EtOH CH2Cl2). The product is N1(CCCC1)CCOC1=CC=C(C=C1)C1=NC(=CC=C1C1=CC=C(C=C1)OC)C1=CC=C(C=C1)OC (2-[4-[2-(1-Pyrrolidinyl)ethoxy]phenyl]-3,6-bis(4-methoxyphenyl)pyridine). Isolated yield 62.4%. Reaction SMILES: [OH:1][C:2]1[CH:7]=[CH:6][C:5]([C:8]2[C:13]([C:14]3[CH:19]=[CH:18][C:17]([O:20][CH3:21])=[CH:16][CH:15]=3)=[CH:12][CH:11]=[C:10]([C:22]3[CH:27]=[CH:26][C:25]([O:28][CH3:29])=[CH:24][CH:23]=3)[N:9]=2)=[CH:4][CH:3]=1.Cl.Cl[CH2:32][CH2:33][N:34]1[CH2:38][CH2:37][CH2:36][CH2:35]1.C([O-])([O-])=O.[K+].[K+].Cl>C(C(C)=O)C.CCO.C(Cl)Cl>[N:34]1([CH2:33][CH2:32][O:1][C:2]2[CH:7]=[CH:6][C:5]([C:8]3[C:13]([C:14]4[CH:19]=[CH:18][C:17]([O:20][CH3:21])=[CH:16][CH:15]=4)=[CH:12][CH:11]=[C:10]([C:22]4[CH:27]=[CH:26][C:25]([O:28][CH3:29])=[CH:24][CH:23]=4)[N:9]=3)=[CH:4][CH:3]=2)[CH2:38][CH2:37][CH2:36][CH2:35]1 |f:1.2,3.4.5,8.9|. Procedure: The 2-(4-hydroxyphenyl)-3,6-bis(4-methoxyphenyl)pyridine (2.3 g, 6 mmol), N-(2-chloroethyl)pyrrolidine hydrochloride (1.1 g, 6 mmol), and powdered K2CO3 (4.1 g, 30 mmol) were stirred in 250 mL methyl ethyl ketone and refluxed 18 h. The TLC (EtOH/ CH2Cl2, 1:4) of the reaction mixture indicated some starting material remained, so more N-(2-chloroethyl)pyrrolidine hydrochloride (0.3 g, 1.6 mmol) and K2 CO3 (2 g, 15 mmol) were added and reaction mixture refluxed an additional 18 h. The reaction mixt...